This data is from the Open Reaction Database (ORD), a public repository of structured organic reaction records. The task is: describe an organic reaction: reactants, conditions, products, and yield Starting materials: CO, CCOC(C)=O, O, O=C(O)c1ccc(O)c2ccccc12, O=S(=O)(O)O. Yields the product COC(=O)c1ccc(O)c2ccccc12. Reaction SMILES: [CH3:20][OH:21].[CH3:23][CH2:24][O:25][C:26](=[O:27])[CH3:28].[OH2:22].[OH:1][c:2]1[cH:3][cH:4][c:5]([C:12](=[O:13])[OH:14])[c:6]2[cH:7][cH:8][cH:9][cH:10][c:11]12.[S:15](=[O:16])(=[O:17])([OH:18])[OH:19]>>[OH:1][c:2]1[cH:3][cH:4][c:5]([C:12](=[O:13])[O:14][CH3:20])[c:6]2[cH:7][cH:8][cH:9][cH:10][c:11]12. Starting materials: BrC1=C(C=C(C=C1)OC)C (2-bromo-5-methoxy toluene), C(CCC)[Li] (butyl lithium), CSSC (Dimethyl disulphide). Run in C1CCOC1 (THF). Run at time 1 hour. Product: CC1=C(C=CC(=C1)OC)SC (2-methyl-4-methoxy thioanisole). Isolated yield 96.6%. RXN SMILES: Br[C:2]1[CH:7]=[CH:6][C:5]([O:8][CH3:9])=[CH:4][C:3]=1[CH3:10].C([Li])CCC.[CH3:16][S:17]SC>C1COCC1>[CH3:10][C:3]1[CH:4]=[C:5]([O:8][CH3:9])[CH:6]=[CH:7][C:2]=1[S:17][CH3:16]. Reported procedure: To the cold (−78° C.) solution of 2-bromo-5-methoxy toluene (8 g, 0.04 mol) in dry THF (80 mL) under inert atmosphere, butyl lithium solution (1.6M solution in hexane; 36.8 mL, 0.058 mol) was added dropwise and the mixture was stirred for 1 h at same temperature. Dimethyl disulphide (7.7 mL, 0.08 mol) was then added dropwise and the reaction mixture was allowed to warm to room temperature over a period of 2 h. The reaction mixture was quenched with sat. ammonium chloride solution and extracted i... The reactants are [BH3-]C#N, C#Cc1cnc(C)c([N+](=O)[O-])c1, CNC, CCO, Cl, [Na+]. The product is Cc1ncc(CCN(C)C)cc1[N+](=O)[O-]. As a reaction SMILES: [C:17]([BH3-:18])#[N:19].[C:1](#[CH:2])[c:3]1[cH:4][c:5]([N+:10](=[O:11])[O-:12])[c:6]([CH3:9])[n:7][cH:8]1.[CH3:14][NH:15][CH3:16].[CH3:21][CH2:22][OH:23].[ClH:13].[Na+:20]>>[CH2:1]([CH2:2][N:15]([CH3:14])[CH3:16])[c:3]1[cH:4][c:5]([N+:10](=[O:11])[O-:12])[c:6]([CH3:9])[n:7][cH:8]1. The reactants are C(C)(C)[SiH](C1=CC=C(C=C1)OC)C(C)C (Diisopropyl(4-methoxyphenyl)silane), Cl[SiH3] (chlorosilane), ClN1C(N(C(N(C1=O)Cl)=O)Cl)=O (trichloroisocyanuric acid), ClN1C(N(C(N(C1=O)Cl)=O)Cl)=O (trichloroisocyanuric acid). Run in C(Cl)Cl (CH2Cl2). Conditions: temperature 0 celsius, time 40 minute. Yields the product Cl[Si](C(C)C)(C(C)C)C1=CC=C(C=C1)OC (Chloro(4-methoxyphenyl)diisopropylsilane). As a reaction SMILES: [CH:1]([SiH:4]([CH:13]([CH3:15])[CH3:14])[C:5]1[CH:10]=[CH:9][C:8]([O:11][CH3:12])=[CH:7][CH:6]=1)([CH3:3])[CH3:2].[Cl:16]N1C(=O)N(Cl)C(=O)N(Cl)C1=O.Cl[SiH3]>C(Cl)Cl>[Cl:16][Si:4]([C:5]1[CH:10]=[CH:9][C:8]([O:11][CH3:12])=[CH:7][CH:6]=1)([CH:1]([CH3:3])[CH3:2])[CH:13]([CH3:15])[CH3:14]. Procedure details: Diisopropyl(4-methoxyphenyl)silane (47.7 g, 214 mmol, 1.0 equiv.), was taken up in CH2Cl2 (700 mL). The solution was cooled to 0° C. and trichloroisocyanuric acid (16.6 g, 71.3 mmol, 0.33 equiv.) was carefully added in three equal portions, making sure that each portion has at least 7 min to react before the next is added (caution: adding trichloroisocyanuric acid too rapidly results in a rapid evolution of gas). The mixture was stirred at 0° C. for 40 min followed by warming to 23° C. with stir... The reactants are C(C)(C)(C)OC(NC1CCC(CC1)NC=1C=2N(C=CN1)C(=CN2)C2=NC(=CC=C2)Br)=O ({4-[3-(6-bromo-pyridin-2-yl)-imidazo[1,2-a]pyrazin-8-ylamino]-cyclohexyl}-carbamic acid tert-butyl ester), C(C1=CC=CC=C1)N (benzylamine), CN(C)C1=CC=CC=C1C2=CC=CC=C2P(C3CCCCC3)C4CCCCC4 (Davephos), CC(C)(C)[O-].[Na+] (NaOtBu). Reagents/catalysts: C=1C=CC(=CC1)/C=C/C(=O)/C=C/C2=CC=CC=C2.C=1C=CC(=CC1)/C=C/C(=O)/C=C/C2=CC=CC=C2.C=1C=CC(=CC1)/C=C/C(=O)/C=C/C2=CC=CC=C2.[Pd].[Pd] (Pd2(dba)3). Run in O1CCOCC1 (dioxane). Conditions: temperature 110 celsius. Product: C(C)(C)(C)OC(NC1CCC(CC1)NC=1C=2N(C=CN1)C(=CN2)C2=NC(=CC=C2)NCC2=CC=CC=C2)=O ({4-[3-(6-benzylamino-pyridin-2-yl)-imidazo[1,2-a]pyrazin-8-ylamino]-cyclohexyl}-carbamic acid tert-butyl ester). As a reaction SMILES: [C:1]([O:5][C:6](=[O:31])[NH:7][CH:8]1[CH2:13][CH2:12][CH:11]([NH:14][C:15]2[C:16]3[N:17]([C:21]([C:24]4[CH:29]=[CH:28][CH:27]=[C:26](Br)[N:25]=4)=[CH:22][N:23]=3)[CH:18]=[CH:19][N:20]=2)[CH2:10][CH2:9]1)([CH3:4])([CH3:3])[CH3:2].[CH2:32]([NH2:39])[C:33]1[CH:38]=[CH:37][CH:36]=[CH:35][CH:34]=1.CN(C1C(C2C(P(C3CCCCC3)C3CCCCC3)=CC=CC=2)=CC=CC=1)C.CC([O-])(C)C.[Na+]>O1CCOCC1.C1C=CC(/C=C/C(/C=C/C2C=CC=CC=2)=O)=CC=1.C1C=CC(/C=C/C(/C=C/C2C=CC=CC=2)=O)=CC=1.C1C=CC(/C=C/C(/C=C/C2C=CC=CC=2)=O)=CC=1.[Pd].[Pd]>[C:1]([O:5][C:6](=[O:31])[NH:7][CH:8]1[CH2:13][CH2:12][CH:11]([NH:14][C:15]2[C:16]3[N:17]([C:21]([C:24]4[CH:29]=[CH:28][CH:27]=[C:26]([NH:39][CH2:32][C:33]5[CH:38]=[CH:37][CH:36]=[CH:35][CH:34]=5)[N:25]=4)=[CH:22][N:23]=3)[CH:18]=[CH:19][N:20]=2)[CH2:10][CH2:9]1)([CH3:4])([CH3:3])[CH3:2] |f:3.4,6.7.8.9.10|. Procedure: A mixture of {4-[3-(6-bromo-pyridin-2-yl)-imidazo[1,2-a]pyrazin-8-ylamino]-cyclohexyl}-carbamic acid tert-butyl ester (from Example 40 supra) (0.487 g, 1.0 mmol), benzylamine (0.214 g, 2.0 mmol), Pd2(dba)3 (60 mg), Davephos (80 mg), NaOtBu (140 mg, 1.46 mmol) in dioxane (25 mL) in a sealed tube was bubbled with N2 for several minutes and then heated under N2 at 110° C. for 15 hours. The solution was then cooled to room temperature and filtered. The filtrate was concentrated under reduced pressur... The reactants are O1CCN(CC1)CCCC(=O)OC (Methyl γ-morpholinobutyrate), Br (hydrobromic acid), product. The solvent is O (water). Yields the product Br.O1CCN(CC1)CCCC(=O)O (γ-Morpholinobutyric acid hydrobromide). RXN SMILES: [O:1]1[CH2:6][CH2:5][N:4]([CH2:7][CH2:8][CH2:9][C:10]([O:12]C)=[O:11])[CH2:3][CH2:2]1.[BrH:14]>O>[BrH:14].[O:1]1[CH2:2][CH2:3][N:4]([CH2:7][CH2:8][CH2:9][C:10]([OH:12])=[O:11])[CH2:5][CH2:6]1 |f:3.4|. Procedure: 15 g. (0.052 mole) of Methyl γ-morpholinobutyrate (Cruickshank and Sheehan, J. Am. Chem. Soc. 83, 2891 (1961)) was dissolved in a mixture of 45 ml. of 47% hydrobromic acid and 45 ml. of water and heated for 16 hours at reflux. The solution was taken to dryness under reduced pressure, and the solid which formed was triturated with acetone. The material was filtered and crystallized from 60 ml. of acetic acid to give 12.4 g. (95%) of product as colorless crystals, m.p. 151°-152.5°C. The infrared a... Reactants: C(C)OC(C(C)(OC1=CC=C2C=C(N(C2=C1)CCC)C1=CC=C(C=C1)[N+](=O)[O-])C)=O (2-methyl-2-[2-(4-nitro-phenyl)-1-propyl-1H-indole-6-yloxy]-propanoic acid ethylester), [H][H] (hydrogen), C(C)(=O)OC(C)=O (acetic anhydride). Reagents/catalysts: [Ni] (Raney-Nickel). Product: C(C)OC(C(C)(C)OC1=CC=C2C=C(N(C2=C1)CCC)C1=CC=C(C=C1)NC(C)=O)=O (2-[2-(4-Acetamido-phenyl)-1-propyl-1H-indole-6-yloxy]-2-methyl-propanoic acid ethylester). As a reaction SMILES: [CH2:1]([O:3][C:4](=[O:30])[C:5]([CH3:29])([O:7][C:8]1[CH:16]=[C:15]2[C:11]([CH:12]=[C:13]([C:20]3[CH:25]=[CH:24][C:23]([N+:26]([O-])=O)=[CH:22][CH:21]=3)[N:14]2[CH2:17][CH2:18][CH3:19])=[CH:10][CH:9]=1)[CH3:6])[CH3:2].[H][H].[C:33](OC(=O)C)(=[O:35])[CH3:34]>[Ni]>[CH2:1]([O:3][C:4](=[O:30])[C:5]([O:7][C:8]1[CH:16]=[C:15]2[C:11]([CH:12]=[C:13]([C:20]3[CH:25]=[CH:24][C:23]([NH:26][C:33](=[O:35])[CH3:34])=[CH:22][CH:21]=3)[N:14]2[CH2:17][CH2:18][CH3:19])=[CH:10][CH:9]=1)([CH3:29])[CH3:6])[CH3:2]. Procedure details: An amount of 5.4 g (13 m mole) of 2-methyl-2-[2-(4-nitro-phenyl)-1-propyl-1H-indole-6-yloxy]-propanoic acid ethylester and 2.5 g of Raney-Nickel were suspended in 150 ml of acetic anhydride and hydrogenated at a pressure of 5 bar with hydrogen at 20° C. Subsequently the catalyst was filtered off and the filtrate was evaporated. The resulting residue was chromatographed on silicagel (solvent: toluene/acetone (3:1)), the eluates were evaporated, and the residue was triturated with petroleum ether/...